Dataset: the Open Reaction Database (ORD), a public repository of structured organic reaction records. Task: describe an organic reaction: reactants, conditions, products, and yield Reactants: 6A, O1[C@H](CCC1)CN1C(C(C2=CC=CC=C12)=O)=O ((R)-1-((tetrahydrofuran-2-yl)methyl)indoline-2,3-dione), C1(=CC=CC=C1)C(N1C(C(C2=CC=CC=C12)=O)=O)C1=CC=CC=C1 (1-(diphenylmethyl)-1H-indole-2,3-dione), O1COCC2=C1C=C(C=C2)O (4H-benzo[d][1,3]dioxin-7-ol), CC=1C=C(C=CC1C)O (3,4-dimethylphenol). Yields the product OC1(C(N(C2=CC=CC=C12)C[C@@H]1OCCC1)=O)C1=CC2=C(OCOC2)C=C1O (3-hydroxy-3-(7-hydroxy-4H-1,3-benzodioxin-6-yl)-1-[(2R)-tetrahydrofuran-2-ylmethyl]-1,3-dihydro-2H-indol-2-one). Reaction SMILES: [O:1]1[C:6]2[CH:7]=[C:8]([OH:11])[CH:9]=[CH:10][C:5]=2[CH2:4][O:3][CH2:2]1.CC1C=C(O)C=CC=1C.[O:21]1[CH2:25][CH2:24][CH2:23][C@@H:22]1[CH2:26][N:27]1[C:35]2[C:30](=[CH:31][CH:32]=[CH:33][CH:34]=2)[C:29](=[O:36])[C:28]1=[O:37].C1(C(C2C=CC=CC=2)N2C3C(=CC=CC=3)C(=O)C2=O)C=CC=CC=1>>[OH:36][C:29]1([C:9]2[C:8]([OH:11])=[CH:7][C:6]3[O:1][CH2:2][O:3][CH2:4][C:5]=3[CH:10]=2)[C:30]2[C:35](=[CH:34][CH:33]=[CH:32][CH:31]=2)[N:27]([CH2:26][C@H:22]2[CH2:23][CH2:24][CH2:25][O:21]2)[C:28]1=[O:37]. Procedure details: Following the procedure as described in PREPARATION 6A, and making non-critical variations using 4H-benzo[d][1,3]dioxin-7-ol to replace 3,4-dimethylphenol, and (R)-1-((tetrahydrofuran-2-yl)methyl)indoline-2,3-dione to replace 1-(diphenylmethyl)-1H-indole-2,3-dione, 3-hydroxy-3-(7-hydroxy-4H-1,3-benzodioxin-6-yl)-1-[(2R)-tetrahydrofuran-2-ylmethyl]-1,3-dihydro-2H-indol-2-one was obtained (62%) as a colorless solid: MS (ES+) m/z 366.2 (M−17). As a reaction SMILES: [Al+3:24].[CH2:11]([CH3:12])[CH:13]([C:14](=[O:15])[Cl:16])[CH2:17][CH3:18].[CH3:1][c:2]1[cH:3][s:4][c:5]2[c:6]1[cH:7][cH:8][cH:9][cH:10]2.[Cl-:23].[Cl-:25].[Cl-:26].[N+:19]([CH3:20])([O-:21])=[O:22].[OH2:27]>>[CH3:1][c:2]1[c:3]([C:14]([CH:13]([CH2:11][CH3:12])[CH2:17][CH3:18])=[O:15])[s:4][c:5]2[c:6]1[cH:7][cH:8][cH:9][cH:10]2. Starting materials: [Al+3], CCC(CC)C(=O)Cl, Cc1csc2ccccc12, [Cl-], [Cl-], [Cl-], C[N+](=O)[O-], O. Yields the product CCC(CC)C(=O)c1sc2ccccc2c1C. Reactants: C(C)N1CCN(CC1)C1=NC(=CC2=CC=CC=C12)C1=CC(=C(C=C1)OCCO[Si](C)(C)C(C)(C)C)F (1-(4-ethylpiperazin-1-yl)-3-{3-fluoro-4-[2-(tert-butyldimethylsilyloxy)ethoxy]phenyl}isoquinoline), [F-].C(CCC)[N+](CCCC)(CCCC)CCCC.O1CCCC1 (tetrabutylammonium fluoride tetrahydrofuran). The solvent is O1CCCC1 (tetrahydrofuran). Run at time 2 hour. Yields the product C(C)N1CCN(CC1)C1=NC(=CC2=CC=CC=C12)C1=CC(=C(C=C1)OCCO)F (1-(4-ethylpiperazin-1-yl)-3-[3-fluoro-4-(2-hydroxyethoxy)phenyl]isoquinoline). Yield: 87.3%. As a reaction SMILES: [CH2:1]([N:3]1[CH2:8][CH2:7][N:6]([C:9]2[C:18]3[C:13](=[CH:14][CH:15]=[CH:16][CH:17]=3)[CH:12]=[C:11]([C:19]3[CH:24]=[CH:23][C:22]([O:25][CH2:26][CH2:27][O:28][Si](C(C)(C)C)(C)C)=[C:21]([F:36])[CH:20]=3)[N:10]=2)[CH2:5][CH2:4]1)[CH3:2].[F-].C([N+](CCCC)(CCCC)CCCC)CCC.O1CCCC1>O1CCCC1>[CH2:1]([N:3]1[CH2:8][CH2:7][N:6]([C:9]2[C:18]3[C:13](=[CH:14][CH:15]=[CH:16][CH:17]=3)[CH:12]=[C:11]([C:19]3[CH:24]=[CH:23][C:22]([O:25][CH2:26][CH2:27][OH:28])=[C:21]([F:36])[CH:20]=3)[N:10]=2)[CH2:5][CH2:4]1)[CH3:2] |f:1.2.3|. Procedure details: The resulting 1-(4-ethylpiperazin-1-yl)-3-{3-fluoro-4-[2-(tert-butyldimethylsilyloxy)ethoxy]phenyl}isoquinoline (0.62 g) was dissolved in tetrahydrofuran (6 ml), to which was then added 1.0M tetrabutylammonium fluoride/tetrahydrofuran solution (1.46 ml), and the mixture was stirred for 2 hr. The solvent was evaporated, and the resulting residue was dissolved in ethyl acetate, washed with water (three times) and brine, and dried over magnesium sulfate. The solvent was evaporated, and the resultin... Starting materials: CN(C)CCCCl, COC, FC(F)(F)OC1=Cc2ccccc2Nc2ccccc21, [H-], [Na+]. Yields the product CN(C)CCCN1c2ccccc2C=C(OC(F)(F)F)c2ccccc21. RXN SMILES: [CH3:23][N:24]([CH2:25][CH2:26][CH2:27][Cl:28])[CH3:29].[CH3:30][O:31][CH3:32].[F:1][C:2]([O:3][C:4]1=[CH:5][c:6]2[c:7]([cH:15][cH:16][cH:17][cH:18]2)[NH:8][c:9]2[c:10]1[cH:11][cH:12][cH:13][cH:14]2)([F:19])[F:20].[H-:22].[Na+:21]>>[F:1][C:2]([O:3][C:4]1=[CH:5][c:6]2[c:7]([cH:15][cH:16][cH:17][cH:18]2)[N:8]([CH2:27][CH2:26][CH2:25][N:24]([CH3:23])[CH3:29])[c:9]2[c:10]1[cH:11][cH:12][cH:13][cH:14]2)([F:19])[F:20]. Reactants: C(C)(C)C1=CC=C(C=O)C=C1 (4-isopropylbenzaldehyde), N1C=CC=C1 (pyrrole). Run in C(CC)(=O)O (propionic acid). The product is C(C)(C)C1=CC=C(C=C1)C=1C2=CC=C(N2)C(=C2C=CC(C(=C3C=CC(=C(C=4C=CC1N4)C4=CC=C(C=C4)C(C)C)N3)C3=CC=C(C=C3)C(C)C)=N2)C2=CC=C(C=C2)C(C)C (5,10,15,20-Tetrakis(4-isopropylphenyl)-porphyrin). Reaction SMILES: [CH:1]([C:4]1[CH:11]=[CH:10][C:7]([CH:8]=O)=[CH:6][CH:5]=1)([CH3:3])[CH3:2].[NH:12]1[CH:16]=[CH:15][CH:14]=[CH:13]1>C(O)(=O)CC>[CH:1]([C:4]1[CH:11]=[CH:10][C:7]([C:8]2[C:16]3[NH:12][C:13]([C:8]([C:7]4[CH:10]=[CH:11][C:4]([CH:1]([CH3:3])[CH3:2])=[CH:5][CH:6]=4)=[C:13]4[N:12]=[C:16]([C:8]([C:7]5[CH:10]=[CH:11][C:4]([CH:1]([CH3:3])[CH3:2])=[CH:5][CH:6]=5)=[C:13]5[NH:12][C:16](=[C:8]([C:7]6[CH:6]=[CH:5][C:4]([CH:1]([CH3:3])[CH3:2])=[CH:11][CH:10]=6)[C:13]6[CH:14]=[CH:15][C:16]=2[N:12]=6)[CH:15]=[CH:14]5)[CH:15]=[CH:14]4)=[CH:14][CH:15]=3)=[CH:6][CH:5]=1)([CH3:3])[CH3:2]. Procedure: Under the conditions of example 4a, 14.82 g (100 mmol) of 4-isopropylbenzaldehyde is reacted with 6.92 ml (100 mmol) of pyrrole in 300 ml of propionic acid. The solution is evaporated to dryness in a vacuum. The residue is heated with 200 ml of ethanol quickly to boiling. It is left to cool slowly, the title compound is suctioned off, washed with a little ethanol and dried at 50° C. in a vacuum.